describe an organic reaction: reactants, conditions, products, and yield From a dataset of the Open Reaction Database (ORD), a public repository of structured organic reaction records. Reactants: C(C)(C)C1(N=C(NC1=O)C1=C(C(=O)OC)C=C(C=N1)C=CC)C (methyl 2-(4-isopropyl-4-methyl-5-oxo-2-imidazolin-2 -yl)-5-propenylnicotinate), C(#N)[BH3-].[Na+] (Sodium cyanoborohydride), Cl (hydrogen chloride), Cl (hydrogen chloride). The solvent is CO (methanol). The product is C(C)(C)C1(NC(NC1=O)C1=C(C(=O)OC)C=C(C=N1)C=CC)C (methyl 2-(4-isopropyl-4-methyl-5-oxo-2-imidazolidinyl)-5- propenylnicotinate). Reaction SMILES: [CH:1]([C:4]1([CH3:23])[C:8](=[O:9])[NH:7][C:6]([C:10]2[N:19]=[CH:18][C:17]([CH:20]=[CH:21][CH3:22])=[CH:16][C:11]=2[C:12]([O:14][CH3:15])=[O:13])=[N:5]1)([CH3:3])[CH3:2].Cl.C([BH3-])#N.[Na+]>CO>[CH:1]([C:4]1([CH3:23])[C:8](=[O:9])[NH:7][CH:6]([C:10]2[N:19]=[CH:18][C:17]([CH:20]=[CH:21][CH3:22])=[CH:16][C:11]=2[C:12]([O:14][CH3:15])=[O:13])[NH:5]1)([CH3:3])[CH3:2] |f:2.3|. Reported procedure: A solution of 2.0 g of methyl 2-(4-isopropyl-4-methyl-5-oxo-2-imidazolin-2 -yl)-5-propenylnicotinate in 50 mL of absolute methanol is cooled in an ice bath to 2° and the pH is adjusted to 3 with dilute methanolic hydrogen chloride. Sodium cyanoborohydride is added in small portions, with maintenance of the pH at 3 by concurrent addition of dilute methanolic hydrogen chloride, until the disappearance of the starting material is indicated by TLC. The reaction mixture is concentrated in vacuo, and ...